describe an organic reaction: reactants, conditions, products, and yield From a dataset of the Open Reaction Database (ORD), a public repository of structured organic reaction records. The reactants are BrC1=C2CC(N(C2=CC=C1)C)=O (4-bromo-1-methyl-1,3-dihydro-indol-2-one), ClCCl (dichloromethane), P(=O)([O-])([O-])[O-].[K+].[K+].[K+] (tripotassium phosphate), C1(CC1)[B-](F)(F)F.[K+] (potassium cyclopropyltrifluoroborate). Solvent: C1CCOC1 (THF), C(C)(=O)OCC (ethyl acetate), [Cl-].[Na+].O (brine), O (water). Reaction conditions: temperature 130 celsius. Yields the product C1(CC1)C1=C2C(C(N(C2=CC=C1)C)=O)=O (4-cyclopropyl-1-methyl-1H-indole-2,3-dione). As a reaction SMILES: Br[C:2]1[CH:10]=[CH:9][CH:8]=[C:7]2[C:3]=1[CH2:4][C:5](=[O:12])[N:6]2[CH3:11].P([O-])([O-])([O-])=[O:14].[K+].[K+].[K+].[CH:21]1([B-](F)(F)F)[CH2:23][CH2:22]1.[K+].ClCCl>C1COCC1.C(OCC)(=O)C.[Cl-].[Na+].O.O>[CH:21]1([C:2]2[CH:10]=[CH:9][CH:8]=[C:7]3[C:3]=2[C:4](=[O:14])[C:5](=[O:12])[N:6]3[CH3:11])[CH2:23][CH2:22]1 |f:1.2.3.4,5.6,10.11.12|. Procedure details: To a solution of 4-bromo-1-methyl-1,3-dihydro-indol-2-one, prepared in a fashion similar as described in Example 39a (CAS#884855-67-8, 1.80 g, 7.5 mmol) in THF (24 mL) was added water (8 mL), tripotassium phosphate (5.57 g, 26.3 mmol), and potassium cyclopropyltrifluoroborate (1.501 g, 10.50 mmol). The reaction mixture was degassed and placed under a nitrogen atmosphere, and then [1,1′-bis(diphenylphosphino)-ferrocene]-dichloropalladium(II) complexed with dichloromethane (CAS#72287-26-4 184 mg, ... Procedure details: By essentially following the procedure detailed in Example 1, Part C, the title compound was prepared from 2-(4-methoxyphenyl)benzo[b]thiophene (Example 3, Part A) and 4-[2-(1-pyrrolidinyl)ethoxy]benzoic acid hydrochloride in 59% yield as an oil following radial chromatography (SiO2; gradient of 2-5% MeOH in CH2Cl2). Yields the product N1(CCCC1)CCOC1=CC=C(C=C1)C(=O)C=1C2=C(SC1C1=CC=C(C=C1)OC)C=CC=C2 (2-(4-Methoxyphenyl)benzo[b]thiophen-3-yl 4-[2-(1-Pyrrolidinyl)ethoxy]phenyl Ketone). Isolated yield 59.0%. Reaction SMILES: [CH3:1][O:2][C:3]1[CH:8]=[CH:7][C:6]([C:9]2[S:13][C:12]3[CH:14]=[CH:15][CH:16]=[CH:17][C:11]=3[CH:10]=2)=[CH:5][CH:4]=1.Cl.[N:19]1([CH2:24][CH2:25][O:26][C:27]2[CH:35]=[CH:34][C:30]([C:31](O)=[O:32])=[CH:29][CH:28]=2)[CH2:23][CH2:22][CH2:21][CH2:20]1.CO>C(Cl)Cl>[N:19]1([CH2:24][CH2:25][O:26][C:27]2[CH:28]=[CH:29][C:30]([C:31]([C:10]3[C:11]4[CH:17]=[CH:16][CH:15]=[CH:14][C:12]=4[S:13][C:9]=3[C:6]3[CH:7]=[CH:8][C:3]([O:2][CH3:1])=[CH:4][CH:5]=3)=[O:32])=[CH:34][CH:35]=2)[CH2:20][CH2:21][CH2:22][CH2:23]1 |f:1.2|. The solvent is C(Cl)Cl (CH2Cl2). The reactants are COC1=CC=C(C=C1)C1=CC2=C(S1)C=CC=C2 (2-(4-methoxyphenyl)benzo[b]thiophene), Cl.N1(CCCC1)CCOC1=CC=C(C(=O)O)C=C1 (4-[2-(1-pyrrolidinyl)ethoxy]benzoic acid hydrochloride), CO (MeOH). Reactants: BrCC=1C=C(C(=O)OC)C=CC1 (Methyl 3-(bromomethyl)benzoate), O(C1=CC=CC=C1)C=1C=C(N)C=CC1 (3-phenoxyaniline). The solvent is C1CCCCC1 (cyclohexane), O (water), C(Cl)Cl (methylene chloride). Product: O(C1=CC=CC=C1)C=1C=C(C=CC1)NCC=1C=C(C(=O)OC)C=CC1 (methyl 3-[[(3-phenoxyphenyl)amino]methyl]benzoate). Isolated yield 60.0%. As a reaction SMILES: Br[CH2:2][C:3]1[CH:4]=[C:5]([CH:10]=[CH:11][CH:12]=1)[C:6]([O:8][CH3:9])=[O:7].[O:13]([C:20]1[CH:21]=[C:22]([CH:24]=[CH:25][CH:26]=1)[NH2:23])[C:14]1[CH:19]=[CH:18][CH:17]=[CH:16][CH:15]=1>C1CCCCC1.O.C(Cl)Cl>[O:13]([C:20]1[CH:21]=[C:22]([NH:23][CH2:2][C:3]2[CH:4]=[C:5]([CH:10]=[CH:11][CH:12]=2)[C:6]([O:8][CH3:9])=[O:7])[CH:24]=[CH:25][CH:26]=1)[C:14]1[CH:15]=[CH:16][CH:17]=[CH:18][CH:19]=1. Procedure details: EX-612A) Methyl 3-(bromomethyl)benzoate (7.2 g, 0.031 mol) was added dropwise to a solution of 3-phenoxyaniline (20.5 g, 0.11 mol) in 160 mL of cyclohexane. The reaction mixture was refluxed overnight then cooled to room temperature and diluted with water and methylene chloride. The layers were separated, and the aqueous layer was extracted with methylene chloride. The combined organic layers were washed with brine, dried over Na2SO4, and concentrated in vacuo to give a dark oil. The crude produ... Run in ClCCl (dichloromethane). Starting materials: O (water), NC1=CC(=C(C(=O)N2C3=C(OC4=C(C2)C=CC=C4)C=CC=C3)C=C1)Cl (10,11-dihydro-10(4-amino-2-chlorobenzoyl)dibenz[b,f][1,4]oxazepine), C=1(C(=CC=CC1)C(=O)Cl)C1=CC=CC=C1 ([1,1'-bipheny]-2-carbonyl chloride), C(C)(C)N(C(C)C)CC (N,N-diisopropylethylamine). Reaction conditions: time 3 hour. Procedure details: A mixture of 0.263 g of 10,11-dihydro-10(4-amino-2-chlorobenzoyl)dibenz[b,f][1,4]oxazepine, 0.195 g of [1,1'-bipheny]-2-carbonyl chloride and 0.116 g of N,N-diisopropylethylamine in 7 ml of dichloromethane is stirred at room temperature for 3 hours. The mixture is poured into water and extracted with dichloromethane. The extract is washed with 2N Na2CO3, water, brine and dried (Na2SO4). The solution is filtered through a thin pad of hydrous magnesium silicate (pad washed with dichloromethane). T... Yield: 30.1%. Product: C1=CC=CC2=C1CN(C1=C(O2)C=CC=C1)C(=O)C1=C(C=C(C=C1)NC(=O)C=1C(=CC=CC1)C1=CC=CC=C1)Cl (N-[4-(Dibenz[b,f][1,4]oxazepin-10(11H)-ylcarbonyl)-3-chlorophenyl][1,1'biphenyl]-2-carboxamide). RXN SMILES: [NH2:1][C:2]1[CH:24]=[CH:23][C:5]([C:6]([N:8]2[CH2:14][C:13]3[CH:15]=[CH:16][CH:17]=[CH:18][C:12]=3[O:11][C:10]3[CH:19]=[CH:20][CH:21]=[CH:22][C:9]2=3)=[O:7])=[C:4]([Cl:25])[CH:3]=1.[C:26]1([C:35]2[CH:40]=[CH:39][CH:38]=[CH:37][CH:36]=2)[C:27]([C:32](Cl)=[O:33])=[CH:28][CH:29]=[CH:30][CH:31]=1.C(N(CC)C(C)C)(C)C.O>ClCCl>[CH:15]1[C:13]2[CH2:14][N:8]([C:6]([C:5]3[CH:23]=[CH:24][C:2]([NH:1][C:32]([C:27]4[C:26]([C:35]5[CH:40]=[CH:39][CH:38]=[CH:37][CH:36]=5)=[CH:31][CH:30]=[CH:29][CH:28]=4)=[O:33])=[CH:3][C:4]=3[Cl:25])=[O:7])[C:9]3[CH:22]=[CH:21][CH:20]=[CH:19][C:10]=3[O:11][C:12]=2[CH:18]=[CH:17][CH:16]=1. Starting materials: FC(F)(c1ccc2ncccc2c1)c1noc2ncc(Br)cc12, CC(C)(C)[O-], Cc1ccccc1, NC1CCC1, ClCCl, [Na+], O=C(C=Cc1ccccc1)C=Cc1ccccc1, O=C(C=Cc1ccccc1)C=Cc1ccccc1, O=C(C=Cc1ccccc1)C=Cc1ccccc1, [Pd], [Pd]. The product is FC(F)(c1ccc2ncccc2c1)c1noc2ncc(NC3CCC3)cc12. As a reaction SMILES: [Br:7][c:8]1[cH:9][c:10]2[c:11]([n:12][cH:13]1)[o:14][n:15][c:16]2[C:17]([c:18]1[cH:19][c:20]2[cH:21][cH:22][cH:23][n:24][c:25]2[cH:26][cH:27]1)([F:28])[F:29].[CH3:1][C:2]([CH3:3])([O-:4])[CH3:5].[CH3:35][c:36]1[cH:37][cH:38][cH:39][cH:40][cH:41]1.[CH:30]1([NH2:34])[CH2:31][CH2:32][CH2:33]1.[Cl:42][CH2:43][Cl:44].[Na+:6].[O:47]=[C:48]([CH:49]=[CH:50][c:51]1[cH:52][cH:53][cH:54][cH:55][cH:56]1)[CH:57]=[CH:58][c:59]1[cH:60][cH:61][cH:62][cH:63][cH:64]1.[O:65]=[C:66]([CH:67]=[CH:68][c:69]1[cH:70][cH:71][cH:72][cH:73][cH:74]1)[CH:75]=[CH:76][c:77]1[cH:78][cH:79][cH:80][cH:81][cH:82]1.[O:83]=[C:84]([CH:85]=[CH:86][c:87]1[cH:88][cH:89][cH:90][cH:91][cH:92]1)[CH:93]=[CH:94][c:95]1[cH:96][cH:97][cH:98][cH:99][cH:100]1.[Pd:45].[Pd:46]>>[c:8]1([NH:34][CH:30]2[CH2:31][CH2:32][CH2:33]2)[cH:9][c:10]2[c:11]([n:12][cH:13]1)[o:14][n:15][c:16]2[C:17]([c:18]1[cH:19][c:20]2[cH:21][cH:22][cH:23][n:24][c:25]2[cH:26][cH:27]1)([F:28])[F:29].